This data is from the Open Reaction Database (ORD), a public repository of structured organic reaction records. The task is: describe an organic reaction: reactants, conditions, products, and yield Reactants: CC(C)(C)S(=O)N=C1COC1 (2-methyl-N-(oxetan-3-ylidene)propane-2-sulfinamide), BrC1=CC=C(C=C1)Br (1,4-dibromobenzene), C(CCC)[Li] (n-butyl lithium), [Cl-].[NH4+] (ammonium chloride). Solvent: O (water), O1CCCC1 (tetrahydrofuran), ClCCl (dichloromethane), O1CCCC1 (tetrahydrofuran). Reaction conditions: temperature -78 celsius, time 1 hour. Yields the product BrC1=CC=C(C=C1)C1(COC1)NS(=O)C(C)(C)C (N-(3-(4-bromophenyl)oxetan-3-yl)-2-methylpropane-2-sulfinamide). Reaction SMILES: Br[C:2]1[CH:7]=[CH:6][C:5]([Br:8])=[CH:4][CH:3]=1.C([Li])CCC.[CH3:14][C:15]([S:18]([N:20]=[C:21]1[CH2:24][O:23][CH2:22]1)=[O:19])([CH3:17])[CH3:16].[Cl-].[NH4+]>O1CCCC1.ClCCl.O>[Br:8][C:5]1[CH:6]=[CH:7][C:2]([C:21]2([NH:20][S:18]([C:15]([CH3:17])([CH3:16])[CH3:14])=[O:19])[CH2:24][O:23][CH2:22]2)=[CH:3][CH:4]=1 |f:3.4|. Reported procedure: To a 50 mL round-bottomed flask was added 1,4-dibromobenzene (2.85 g, 12.07 mmol) in tetrahydrofuran (40.2 ml). The solution was cooled to −78° C. and n-butyl lithium (4.51 ml, 11.26 mmol) was added dropwise. The mixture was stirred for 1 hour at −78° C. 2-methyl-N-(oxetan-3-ylidene)propane-2-sulfinamide (1.41 g, 8.05 mmol) was added as a tetrahydrofuran solution (ca 1 ml) and the reaction was stirred for 10 minutes and warmed to room temperature. Saturated ammonium chloride was added followed b... Reactants: CC(=O)Cl, CC#N, Nc1ccc2c(c1)C(=O)N(C(Sc1nnn[nH]1)c1ccccc1)S2(=O)=O. Yields the product CC(=O)Nc1ccc2c(c1)C(=O)N(C(Sc1nnn[nH]1)c1ccccc1)S2(=O)=O. As a reaction SMILES: [CH3:27][C:28]([Cl:29])=[O:30].[CH3:31][C:32]#[N:33].[NH2:1][c:2]1[cH:3][c:4]2[c:10]([cH:11][cH:12]1)[S:7](=[O:8])(=[O:9])[N:6]([CH:13]([c:14]1[cH:15][cH:16][cH:17][cH:18][cH:19]1)[S:20][c:21]1[n:22][n:23][n:24][nH:25]1)[C:5]2=[O:26]>>[NH:1]([c:2]1[cH:3][c:4]2[c:10]([cH:11][cH:12]1)[S:7](=[O:8])(=[O:9])[N:6]([CH:13]([c:14]1[cH:15][cH:16][cH:17][cH:18][cH:19]1)[S:20][c:21]1[n:22][n:23][n:24][nH:25]1)[C:5]2=[O:26])[C:28]([CH3:27])=[O:30]. Starting materials: [BH3-]C#N, CO, Cl, N#Cc1cc([N+](=O)[O-])ccc1N1CCC(=O)CC1, [Na+], C1CCOC1, NCCO. Product: N#Cc1cc([N+](=O)[O-])ccc1N1CCC(NCCO)CC1. RXN SMILES: [C:23]([BH3-:24])#[N:25].[CH3:33][OH:34].[ClH:27].[N+:1](=[O:2])([O-:3])[c:4]1[cH:5][cH:6][c:7]([N:12]2[CH2:13][CH2:14][C:15](=[O:18])[CH2:16][CH2:17]2)[c:8]([C:9]#[N:10])[cH:11]1.[Na+:26].[O:28]1[CH2:29][CH2:30][CH2:31][CH2:32]1.[OH:19][CH2:20][CH2:21][NH2:22]>>[N+:1](=[O:2])([O-:3])[c:4]1[cH:5][cH:6][c:7]([N:12]2[CH2:13][CH2:14][CH:15]([NH:22][CH2:21][CH2:20][OH:19])[CH2:16][CH2:17]2)[c:8]([C:9]#[N:10])[cH:11]1. The reactants are COC(=O)c1ccc(OCc2c(-c3ccc(F)cc3)noc2CO)nc1, C[Al](C)C, NCC(F)(F)C(F)(F)F, C1COCCO1. The product is O=C(NCC(F)(F)C(F)(F)F)c1ccc(OCc2c(-c3ccc(F)cc3)noc2CO)nc1. Reaction SMILES: [CH3:14][O:15][C:16]([c:17]1[cH:18][n:19][c:20]([O:23][CH2:24][c:25]2[c:26](-[c:32]3[cH:33][cH:34][c:35]([F:38])[cH:36][cH:37]3)[n:27][o:28][c:29]2[CH2:30][OH:31])[cH:21][cH:22]1)=[O:39].[CH3:1][Al:2]([CH3:3])[CH3:4].[F:5][C:6]([CH2:7][NH2:8])([C:9]([F:10])([F:11])[F:12])[F:13].[O:40]1[CH2:41][CH2:42][O:43][CH2:44][CH2:45]1>>[F:5][C:6]([CH2:7][NH:8][C:16](=[O:15])[c:17]1[cH:18][n:19][c:20]([O:23][CH2:24][c:25]2[c:26](-[c:32]3[cH:33][cH:34][c:35]([F:38])[cH:36][cH:37]3)[n:27][o:28][c:29]2[CH2:30][OH:31])[cH:21][cH:22]1)([C:9]([F:10])([F:11])[F:12])[F:13]. Reactants: C1(=CC=CC=C1)OC (anisole), Cl.N1(N=NC2=C1C=CC=C2)C2CCNCC2 (4-benzotriazol-1-yl-piperidine HCl salt), C(=O)[C@H]1CN(C[C@@H]1C1=CC=CC=C1)[C@@H](C(=O)OCC1=CC=C(C=C1)OC)C1CCCCC1 (α-(R)-(3-(R)-formyl-4-(S)-phenylpyrrolidin-1-yl)-cyclohexaneacetic acid, para-methoxybenzyl ester), C(=O)(C(F)(F)F)O (TFA). Solvent: C(=O)O (formic acid). The product is N1(N=NC2=C1C=CC=C2)C2CCN(CC2)C[C@H]2CN(C[C@@H]2C2=CC=CC=C2)[C@@H](C(=O)O)C2CCCCC2 (α-(R)-(3-(S)-((4-Benzotriazol-1-yl-piperidin-1-yl)methyl)-4-(S)-phenylpyrrolidin-1-yl)-cyclohexaneacetic Acid). RXN SMILES: Cl.[N:2]1([CH:11]2[CH2:16][CH2:15][NH:14][CH2:13][CH2:12]2)[C:6]2[CH:7]=[CH:8][CH:9]=[CH:10][C:5]=2[N:4]=[N:3]1.[CH:17]([C@@H:19]1[C@@H:23]([C:24]2[CH:29]=[CH:28][CH:27]=[CH:26][CH:25]=2)[CH2:22][N:21]([C@H:30]([CH:43]2[CH2:48][CH2:47][CH2:46][CH2:45][CH2:44]2)[C:31]([O:33]CC2C=CC(OC)=CC=2)=[O:32])[CH2:20]1)=O.C(O)(C(F)(F)F)=O.C1(OC)C=CC=CC=1>C(O)=O>[N:2]1([CH:11]2[CH2:16][CH2:15][N:14]([CH2:17][C@@H:19]3[C@@H:23]([C:24]4[CH:25]=[CH:26][CH:27]=[CH:28][CH:29]=4)[CH2:22][N:21]([C@H:30]([CH:43]4[CH2:48][CH2:47][CH2:46][CH2:45][CH2:44]4)[C:31]([OH:33])=[O:32])[CH2:20]3)[CH2:13][CH2:12]2)[C:6]2[CH:7]=[CH:8][CH:9]=[CH:10][C:5]=2[N:4]=[N:3]1 |f:0.1|. Procedure details: The title compound was prepared from 4-benzotriazol-1-yl-piperidine HCl salt and of α-(R)-(3-(R)-formyl-4-(S)-phenylpyrrolidin-1-yl)-cyclohexaneacetic acid, 4-methoxybenzyl ester (prepared above as Aldehyde 5) using procedures analogous to those described in Example 89 Steps C and D except TFA and anisole were used in place of formic acid in Example 89, Step D. ESI-MS 502 (M+1); HPLC A: 2.02 min. As a reaction SMILES: [Br:1][C:2]1[CH:3]=[C:4]([CH:8]=[CH:9][CH:10]=1)[C:5](Cl)=[O:6].[C:11]([NH2:15])([CH3:14])([CH3:13])[CH3:12]>C(Cl)Cl>[Br:1][C:2]1[CH:3]=[C:4]([CH:8]=[CH:9][CH:10]=1)[C:5]([NH:15][C:11]([CH3:14])([CH3:13])[CH3:12])=[O:6]. Solvent: C(Cl)Cl (DCM). Run at time 4 hour. Procedure details: A solution of 3-bromo-benzoyl chloride (0.83 g, 3.8 mmol) in DCM (10 mL) was chilled to zero degrees and treated with tert-butylamine (1.2 mL, 11.3 mmol). Reaction was allowed to come to room temperature and stir for 4 h. Mixture was then poured onto water and washed once. Organic phase then washed with brine, dried over sodium sulfate, filtered and evaporated to amber oil (0.9 g, 94%). Product: BrC=1C=C(C(=O)NC(C)(C)C)C=CC1 (3-Bromo-N-tert-butyl-benzamide). The reactants are BrC=1C=C(C(=O)Cl)C=CC1 (3-bromo-benzoyl chloride), C(C)(C)(C)N (tert-butylamine).